Dataset: the Open Reaction Database (ORD), a public repository of structured organic reaction records. Task: describe an organic reaction: reactants, conditions, products, and yield The reactants are N1N=CC(=C1)C1=CC2=C(C=3N=C(SC3CCO2)C(=O)O)C=C1 (8-(1H-Pyrazol-4-yl)-4,5-dihydro-6-oxa-3-thia-1-aza-benzo[e]azulene-2-carboxylic acid), FC(C(=O)N1CCNCC1)(F)F (2,2,2-trifluoro-1-(piperazin-1-yl)ethanone). Yields the product FC(C(=O)N1CCN(CC1)C(=O)C=1SC=2CCOC3=C(C2N1)C=CC(=C3)C=3C=NNC3)(F)F (2,2,2-Trifluoro-1-{4-[8-(1H-pyrazol-4-yl)-4,5-dihydro-6-oxa-3-thia-1-aza-benzo[e]azulene-2-carbonyl]-piperazin-1-yl}-ethanone). As a reaction SMILES: [NH:1]1[CH:5]=[C:4]([C:6]2[CH:22]=[CH:21][C:9]3[C:10]4[N:11]=[C:12]([C:18]([OH:20])=O)[S:13][C:14]=4[CH2:15][CH2:16][O:17][C:8]=3[CH:7]=2)[CH:3]=[N:2]1.[F:23][C:24]([F:34])([F:33])[C:25]([N:27]1[CH2:32][CH2:31][NH:30][CH2:29][CH2:28]1)=[O:26]>>[F:34][C:24]([F:23])([F:33])[C:25]([N:27]1[CH2:32][CH2:31][N:30]([C:18]([C:12]2[S:13][C:14]3[CH2:15][CH2:16][O:17][C:8]4[CH:7]=[C:6]([C:4]5[CH:3]=[N:2][NH:1][CH:5]=5)[CH:22]=[CH:21][C:9]=4[C:10]=3[N:11]=2)=[O:20])[CH2:29][CH2:28]1)=[O:26]. Procedure details: Following Example 216, to a well stirred solution of 8-(1H-Pyrazol-4-yl)-4,5-dihydro-6-oxa-3-thia-1-aza-benzo[e]azulene-2-carboxylic acid and 2,2,2-trifluoro-1-(piperazin-1-yl)ethanone to give 229. MS: (ESI+)=478.1 The reactants are O=[N+]([O-])c1ccc(Cl)cc1[N+](=O)[O-], Cl[Cu], Nc1ccc([N+](=O)[O-])c(O)c1, [OH-]. The product is O=[N+]([O-])c1ccc(Cl)cc1O. As a reaction SMILES: [Cl:1][c:2]1[cH:3][c:4]([N+:11]([O-:12])=[O:13])[c:5]([N+:8](=[O:9])[O-:10])[cH:6][cH:7]1.[Cl:26][Cu:27].[N+:15](=[O:16])([c:17]1[cH:18][cH:19][c:20]([NH2:21])[cH:22][c:23]1[OH:24])[O-:25].[OH-:14]>>[Cl:1][c:2]1[cH:3][c:4]([OH:16])[c:5]([N+:8](=[O:9])[O-:10])[cH:6][cH:7]1. Reactants: Cl.NCC(=O)NC(C1=CC=CC=C1)C1=CC=C(C=C1)Cl (rac-2-amino-N-[(4-chloro-phenyl)-phenyl-methyl]-acetamide hydrochloride), COC1=CC=C(C(=O)Cl)C=C1 (4-methoxybenzoyl chloride). Product: ClC1=CC=C(C=C1)C(C1=CC=CC=C1)NC(=O)CNC(C1=CC=C(C=C1)OC)=O (rac-N-({[(4-Chloro-phenyl)-phenyl-methyl]-carbamoyl}-methyl)-4-methoxy-benzamide). As a reaction SMILES: Cl.[NH2:2][CH2:3][C:4]([NH:6][CH:7]([C:14]1[CH:19]=[CH:18][C:17]([Cl:20])=[CH:16][CH:15]=1)[C:8]1[CH:13]=[CH:12][CH:11]=[CH:10][CH:9]=1)=[O:5].[CH3:21][O:22][C:23]1[CH:31]=[CH:30][C:26]([C:27](Cl)=[O:28])=[CH:25][CH:24]=1>>[Cl:20][C:17]1[CH:18]=[CH:19][C:14]([CH:7]([NH:6][C:4]([CH2:3][NH:2][C:27](=[O:28])[C:26]2[CH:30]=[CH:31][C:23]([O:22][CH3:21])=[CH:24][CH:25]=2)=[O:5])[C:8]2[CH:13]=[CH:12][CH:11]=[CH:10][CH:9]=2)=[CH:15][CH:16]=1 |f:0.1|. Reported procedure: Prepared in analogy to example 1.13 from rac-2-amino-N-[(4-chloro-phenyl)-phenyl-methyl]-acetamide hydrochloride (Example 3.1) and 4-methoxybenzoyl chloride. Reactants: BrCc1ccccc1Br, [Li]CCCC, CCOCC, ClP(c1ccccc1)c1ccccc1, I, [Mg]. The product is Brc1ccccc1CP(c1ccccc1)c1ccccc1. RXN SMILES: [Br:8][c:9]1[c:10]([CH2:15][Br:16])[cH:11][cH:12][cH:13][cH:14]1.[CH2:3]([Li:4])[CH2:5][CH2:6][CH3:7].[CH3:31][CH2:32][O:33][CH2:34][CH3:35].[Cl:17][P:18]([c:19]1[cH:20][cH:21][cH:22][cH:23][cH:24]1)[c:25]1[cH:26][cH:27][cH:28][cH:29][cH:30]1.[I:2].[Mg:1]>>[Br:8][c:9]1[c:10]([CH2:15][P:18]([c:19]2[cH:20][cH:21][cH:22][cH:23][cH:24]2)[c:25]2[cH:26][cH:27][cH:28][cH:29][cH:30]2)[cH:11][cH:12][cH:13][cH:14]1. Starting materials: CCCCP(CCCC)CCCC, Cc1ccccc1, CC(C)Oc1ccc2nc(CO)n(C)c2n1, O=C(N=NC(=O)N1CCCCC1)N1CCCCC1, O=C1SC(Cc2ccc(O)cc2)C(=O)N1C(c1ccccc1)(c1ccccc1)c1ccccc1. Product: CC(C)Oc1ccc2nc(COc3ccc(CC4SC(=O)N(C(c5ccccc5)(c5ccccc5)c5ccccc5)C4=O)cc3)n(C)c2n1. Reaction SMILES: [CH2:51]([P:52]([CH2:53][CH2:54][CH2:55][CH3:56])[CH2:57][CH2:58][CH2:59][CH3:60])[CH2:61][CH2:62][CH3:63].[CH3:82][c:83]1[cH:84][cH:85][cH:86][cH:87][cH:88]1.[CH:1]([CH3:2])([CH3:3])[O:4][c:5]1[cH:6][cH:7][c:8]2[c:9]([n:10]1)[n:11]([CH3:16])[c:12]([CH2:14][OH:15])[n:13]2.[N:64]([C:65]([N:66]1[CH2:67][CH2:68][CH2:69][CH2:70][CH2:71]1)=[O:72])=[N:73][C:74]([N:75]1[CH2:76][CH2:77][CH2:78][CH2:79][CH2:80]1)=[O:81].[OH:17][c:18]1[cH:19][cH:20][c:21]([CH2:22][CH:23]2[C:24](=[O:48])[N:25]([C:29]([c:30]3[cH:31][cH:32][cH:33][cH:34][cH:35]3)([c:36]3[cH:37][cH:38][cH:39][cH:40][cH:41]3)[c:42]3[cH:43][cH:44][cH:45][cH:46][cH:47]3)[C:26](=[O:28])[S:27]2)[cH:49][cH:50]1>>[CH:1]([CH3:2])([CH3:3])[O:4][c:5]1[cH:6][cH:7][c:8]2[c:9]([n:10]1)[n:11]([CH3:16])[c:12]([CH2:14][O:15][c:18]1[cH:19][cH:20][c:21]([CH2:22][CH:23]3[C:24](=[O:48])[N:25]([C:29]([c:30]4[cH:31][cH:32][cH:33][cH:34][cH:35]4)([c:36]4[cH:37][cH:38][cH:39][cH:40][cH:41]4)[c:42]4[cH:43][cH:44][cH:45][cH:46][cH:47]4)[C:26](=[O:28])[S:27]3)[cH:49][cH:50]1)[n:13]2.